The task is: describe an organic reaction: reactants, conditions, products, and yield. This data is from the Open Reaction Database (ORD), a public repository of structured organic reaction records. Reactants: C[Si](C)(C)Cl, OCCCNCCO, ClSC(c1ccccc1)(c1ccccc1)c1ccccc1, c1ccncc1. Product: OCCCN(CCO)SC(c1ccccc1)(c1ccccc1)c1ccccc1. RXN SMILES: [CH3:9][Si:10]([Cl:11])([CH3:12])[CH3:13].[OH:1][CH2:2][CH2:3][NH:4][CH2:5][CH2:6][CH2:7][OH:8].[c:14]1([C:20]([S:21][Cl:22])([c:23]2[cH:24][cH:25][cH:26][cH:27][cH:28]2)[c:29]2[cH:30][cH:31][cH:32][cH:33][cH:34]2)[cH:15][cH:16][cH:17][cH:18][cH:19]1.[cH:35]1[cH:36][cH:37][n:38][cH:39][cH:40]1>>[OH:1][CH2:2][CH2:3][N:4]([CH2:5][CH2:6][CH2:7][OH:8])[S:21][C:20]([c:14]1[cH:15][cH:16][cH:17][cH:18][cH:19]1)([c:23]1[cH:24][cH:25][cH:26][cH:27][cH:28]1)[c:29]1[cH:30][cH:31][cH:32][cH:33][cH:34]1. Reactants: COC=1C=C(C[C@@H]2NCCC3=CC(=C(C=C23)OC)OC)C=CC1OC ((1S)-1-(3,4-Dimethoxy-benzyl)-6,7-dimethoxy-1,2,3,4-tetrahydroisoquinoline), BrCC(=O)Br (2-bromoacetyl bromide), C(C1=CC=CC=C1)NC (N-benzyl-N-methylamine). The product is COC=1C=C(C[C@@H]2N(CCC3=CC(=C(C=C23)OC)OC)CC(=O)N(C)CC2=CC=CC=C2)C=CC1OC (2-[(1S)-1-(3,4-Dimethoxy-benzyl)-6,7-dimethoxy-3,4-dihydro-1H-isoquinolin-2-yl]-N-benzyl-N-methyl-acetamide). As a reaction SMILES: [CH3:1][O:2][C:3]1[CH:4]=[C:5]([CH:21]=[CH:22][C:23]=1[O:24][CH3:25])[CH2:6][C@H:7]1[C:16]2[C:11](=[CH:12][C:13]([O:19][CH3:20])=[C:14]([O:17][CH3:18])[CH:15]=2)[CH2:10][CH2:9][NH:8]1.Br[CH2:27][C:28](Br)=[O:29].[CH2:31]([NH:38][CH3:39])[C:32]1[CH:37]=[CH:36][CH:35]=[CH:34][CH:33]=1>>[CH3:1][O:2][C:3]1[CH:4]=[C:5]([CH:21]=[CH:22][C:23]=1[O:24][CH3:25])[CH2:6][C@H:7]1[C:16]2[C:11](=[CH:12][C:13]([O:19][CH3:20])=[C:14]([O:17][CH3:18])[CH:15]=2)[CH2:10][CH2:9][N:8]1[CH2:27][C:28]([N:38]([CH2:31][C:32]1[CH:37]=[CH:36][CH:35]=[CH:34][CH:33]=1)[CH3:39])=[O:29]. Procedure details: prepared by reaction of (1S)-1-(3,4-Dimethoxy-benzyl)-6,7-dimethoxy-1,2,3,4-tetrahydroisoquinoline and 2-bromoacetyl bromide with N-benzyl-N-methylamine The reactants are COC=1C=CC=C2C(N(C(=NC12)C)CCCC1CCN(CC1)CCCN1CCCCC1)=O (8-methoxy-2-methyl-3-{3-[1-(3-piperidin-1-yl-propyl)-piperidin-4-yl]-propyl}-3H-quinazolin-4-one), ClC1=CC=C(C=O)C=C1 (4-chlorobenzaldehyde). Solvent: C(C)(=O)O (acetic acid). Product: ClC1=CC=C(C=C1)C=CC1=NC2=C(C=CC=C2C(N1CCCC1CCN(CC1)CCCN1CCCCC1)=O)OC (2-[2-(4-chloro-phenyl)-vinyl]-8-methoxy-3-{3-[1-(3-piperidin-1-yl-propyl)-piperidin-4-yl]-propyl}-3H-quinazolin-4-one). RXN SMILES: [CH3:1][O:2][C:3]1[CH:4]=[CH:5][CH:6]=[C:7]2[C:12]=1[N:11]=[C:10]([CH3:13])[N:9]([CH2:14][CH2:15][CH2:16][CH:17]1[CH2:22][CH2:21][N:20]([CH2:23][CH2:24][CH2:25][N:26]3[CH2:31][CH2:30][CH2:29][CH2:28][CH2:27]3)[CH2:19][CH2:18]1)[C:8]2=[O:32].[Cl:33][C:34]1[CH:41]=[CH:40][C:37]([CH:38]=O)=[CH:36][CH:35]=1>C(O)(=O)C>[Cl:33][C:34]1[CH:41]=[CH:40][C:37]([CH:38]=[CH:13][C:10]2[N:9]([CH2:14][CH2:15][CH2:16][CH:17]3[CH2:18][CH2:19][N:20]([CH2:23][CH2:24][CH2:25][N:26]4[CH2:27][CH2:28][CH2:29][CH2:30][CH2:31]4)[CH2:21][CH2:22]3)[C:8](=[O:32])[C:7]3[C:12](=[C:3]([O:2][CH3:1])[CH:4]=[CH:5][CH:6]=3)[N:11]=2)=[CH:36][CH:35]=1. Procedure: A solution of the product from Step C (144 mg, 0.33 mmol) and 4-chlorobenzaldehyde (46 mg, 0.33 mmol) in acetic acid (15 mL) was heated at 120° C. for 17 h. The reaction mixture was concentrated under vacuum and the residue was diluted with CHCl3. The organic solution was washed with sat'd aq NaHCO3, sat'd aq NaCl, dried and concentrated. Purification via SiO2-gel chromatography using EtOAc/NEt3 (10:1) yielded the desired product. API-MS: 563 (M+1). 1H NMR (300 MHz, CDCl3): d 8.0 (d, 2 H), 7.8 (... Starting materials: BrC1=CC=2C3=C(C=NC2C=C1)N(C(N3C=3C(=NN(C3)C)Cl)=O)C (8-bromo-1-(3-chloro-1-methyl-1H-pyrazol-4-yl)-3-methyl-1,3-dihydro-imidazo[4,5-c]quinolin-2-one), BrC1=CC=2C3=C(C=NC2C=C1)N(C(N3C=3C(=NN(C3)C)Cl)=O)C (8-bromo-1-(3-chloro-1-methyl-1H-pyrazol-4-yl)-3-methyl-1,3-dihydro-imidazo[4,5-c]quinolin-2-one), C(=O)(OC(C)(C)C)N(C1=C(C=C(C=N1)B1OC(C)(C)C(C)(C)O1)C)C (6-(N-boc-methylamino)-5-methylpyridine-3-boronic acid pinacol ester). Yields the product ClC1=NN(C=C1N1C(N(C=2C=NC=3C=CC(=CC3C21)C=2C=NC(=C(C2)C)NC)C)=O)C (1-(3-Chloro-1-methyl-1H-pyrazol-4-yl)-3-methyl-8-(5-methyl-6-methylamino-pyridin-3-yl)-1,3-dihydro-imidazo[4,5-c]quinolin-2-one). Reaction SMILES: Br[C:2]1[CH:11]=[CH:10][C:9]2[N:8]=[CH:7][C:6]3[N:12]([CH3:23])[C:13](=[O:22])[N:14]([C:15]4[C:16]([Cl:21])=[N:17][N:18]([CH3:20])[CH:19]=4)[C:5]=3[C:4]=2[CH:3]=1.[C:24]([N:31](C)[C:32]1[N:37]=[CH:36][C:35](B2OC(C)(C)C(C)(C)O2)=[CH:34][C:33]=1[CH3:47])(OC(C)(C)C)=O>>[Cl:21][C:16]1[C:15]([N:14]2[C:5]3[C:4]4[CH:3]=[C:2]([C:35]5[CH:36]=[N:37][C:32]([NH:31][CH3:24])=[C:33]([CH3:47])[CH:34]=5)[CH:11]=[CH:10][C:9]=4[N:8]=[CH:7][C:6]=3[N:12]([CH3:23])[C:13]2=[O:22])=[CH:19][N:18]([CH3:20])[N:17]=1. Procedure: The title compound was synthesized in a similar manner as described for Example 1.1 using 8-bromo-1-(3-chloro-1-methyl-1H-pyrazol-4-yl)-3-methyl-1,3-dihydro-imidazo[4,5-c]quinolin-2-one (Intermediate K) and 6-(N-boc-methylamino)-5-methylpyridine-3-boronic acid pinacol ester (Combi-Blocks, San Diego, USA, 58.8 mg, 0.176 mmol) to give crude boc-protected title compound that was treated for 30 min at rt with trifluoroacetic acid (0.5 ml) and then purified by prep. HPLC to give the title compound as... Reactants: CSC(=C1C(C2=CC=CC=C2C(C1=O)(C)CCCC)=O)SC (2-[bis(methylthio)methylene]-4-butyl-4-methylnaphthalene-1,3(2H,4 H)-dione), NC1=C(C=CC=C1)S(=O)(=O)N (2-amino-benzenesulfonamide). Solvent: C1(=CC=CC=C1)C (toluene). Conditions: temperature 25 celsius. Product: C(CCC)C1(C(C(=C(C2=CC=CC=C12)O)C1=NS(C2=C(N1)C=CC=C2)(=O)=O)=O)C (1-butyl-3-(1,1-dioxido-4H-1,2,4-benzothiadiazin-3-yl)-4-hydroxy-1-methylnaphthalen-2(1 H)-one). The yield is 85.5%. RXN SMILES: CS[C:3](SC)=[C:4]1[C:13](=[O:14])[C:12]([CH2:16][CH2:17][CH2:18][CH3:19])([CH3:15])[C:11]2[C:6](=[CH:7][CH:8]=[CH:9][CH:10]=2)[C:5]1=[O:20].[NH2:23][C:24]1[CH:29]=[CH:28][CH:27]=[CH:26][C:25]=1[S:30]([NH2:33])(=[O:32])=[O:31]>C1(C)C=CC=CC=1>[CH2:16]([C:12]1([CH3:15])[C:11]2[C:6](=[CH:7][CH:8]=[CH:9][CH:10]=2)[C:5]([OH:20])=[C:4]([C:3]2[NH:23][C:24]3[CH:29]=[CH:28][CH:27]=[CH:26][C:25]=3[S:30](=[O:31])(=[O:32])[N:33]=2)[C:13]1=[O:14])[CH2:17][CH2:18][CH3:19]. Procedure details: A solution of Example 27F (0.064 g, 0.191 mmol) and 2-amino-benzenesulfonamide (0.035 g, 0.201 mmol) in toluene (7 mL) was refluxed for 6 hours. The solution was cooled to 25° C. and concentrated in vacuo. The residue was chromatographed on silica gel eluting with hexane followed by 20% and 30% ethyl acetate in hexane to give the desired product (0.067 g, 86%).